This data is from the Open Reaction Database (ORD), a public repository of structured organic reaction records. The task is: describe an organic reaction: reactants, conditions, products, and yield Starting materials: Cc1noc(-c2ccc(Br)cc2)c1CO, COCCOC, BrP(Br)Br. Yields the product Cc1noc(-c2ccc(Br)cc2)c1CBr. RXN SMILES: [Br:1][c:2]1[cH:3][cH:4][c:5](-[c:8]2[c:9]([CH2:14][OH:15])[c:10]([CH3:13])[n:11][o:12]2)[cH:6][cH:7]1.[CH3:20][O:21][CH2:22][CH2:23][O:24][CH3:25].[P:16]([Br:17])([Br:18])[Br:19]>>[Br:1][c:2]1[cH:3][cH:4][c:5](-[c:8]2[c:9]([CH2:14][Br:17])[c:10]([CH3:13])[n:11][o:12]2)[cH:6][cH:7]1.